From a dataset of the Open Reaction Database (ORD), a public repository of structured organic reaction records. describe an organic reaction: reactants, conditions, products, and yield Starting materials: C=Cc1ccc(S(=O)(=O)NS(C)(=O)=O)cc1, ClCCc1ccccc1. Product: CS(=O)(=O)NS(=O)(=O)c1ccc(CCCl)cc1. As a reaction SMILES: [S:1](=[O:2])(=[O:3])([CH3:4])[NH:5][S:6](=[O:7])(=[O:8])[c:9]1[cH:10][cH:11][c:12]([CH:15]=[CH2:16])[cH:13][cH:14]1.[c:17]1([CH2:18][CH2:19][Cl:25])[cH:20][cH:21][cH:22][cH:23][cH:24]1>>[S:1](=[O:2])(=[O:3])([CH3:4])[NH:5][S:6](=[O:7])(=[O:8])[c:9]1[cH:10][cH:11][c:12]([CH2:15][CH2:16][Cl:25])[cH:13][cH:14]1. Reactants: C1=CC=CC=2NC3=C(C=CC21)C=CC=C3 (dibenz[b,f]azepine), N1=CC=CC=C1 (pyridine), C(C)(=O)Cl (Acetyl chloride). The solvent is C1=CC=CC=C1 (benzene). Run at time 3.5 hour. Yields the product C(C)(=O)N1C2=C(C=CC3=C1C=CC=C3)C=CC=C2 (5-acetyl-5H-dibenz[b,f]azepine). RXN SMILES: [CH:1]1[C:11]2[CH:10]=[CH:9][C:8]3[CH:12]=[CH:13][CH:14]=[CH:15][C:7]=3[NH:6][C:5]=2[CH:4]=[CH:3][CH:2]=1.N1C=CC=CC=1.[C:22](Cl)(=[O:24])[CH3:23]>C1C=CC=CC=1>[C:22]([N:6]1[C:7]2[CH:15]=[CH:14][CH:13]=[CH:12][C:8]=2[CH:9]=[CH:10][C:11]2[CH:1]=[CH:2][CH:3]=[CH:4][C:5]1=2)(=[O:24])[CH3:23]. Procedure details: In a 500 ml round bottom flask fitted with a stirrer, dropping funnel and calcium chloride drying tube was placed recrystallized dibenz[b,f]azepine (33.5 g, 0.173 moles), 200 ml of anhydrous benzene and pyridine (13.6 g, 0.173 moles). Acetyl chloride (~12.3 ml) was then added dropwise to the mixture. A white precipitate formed with disappearance of orange color. After 3 to 4 hours of stirring, the reaction mixture was extracted with three 100 ml portions of 10% hydrochloric acid or until the ext... Starting materials: Cl.N[C@H](C(=O)OC)CC1=CC=C(C=C1)C1=CC=CC=C1 (methyl (2S)-2-amino-3-(4-biphenylyl)-propanoate hydrochloride), C(C)(C)OC=1C(C(C1OC(C)C)=O)=O (3,4-diisopropoxy-3-cyclobutene-1,2-dione), CCN(C(C)C)C(C)C (DIPEA). Run in CO (MeOH). Reaction conditions: time 8 hour. Yields the product C1(=CC=C(C=C1)C[C@@H](C(=O)OC)NC1=C(C(C1=O)=O)OC(C)C)C1=CC=CC=C1 (Methyl (2S)-3-(4-biphenylyl )-2-[(2-isopropoxy-3,4-dioxocyclobut-1-enyl)amino]propanoate). The yield is 64.1%. Reaction SMILES: Cl.[NH2:2][C@@H:3]([CH2:8][C:9]1[CH:14]=[CH:13][C:12]([C:15]2[CH:20]=[CH:19][CH:18]=[CH:17][CH:16]=2)=[CH:11][CH:10]=1)[C:4]([O:6][CH3:7])=[O:5].[CH:21]([O:24][C:25]1[C:26](=O)[C:27](=[O:33])[C:28]=1[O:29]C(C)C)([CH3:23])[CH3:22].CCN(C(C)C)C(C)C>CO>[C:12]1([C:15]2[CH:20]=[CH:19][CH:18]=[CH:17][CH:16]=2)[CH:13]=[CH:14][C:9]([CH2:8][C@H:3]([NH:2][C:26]2[C:27](=[O:33])[C:28](=[O:29])[C:25]=2[O:24][CH:21]([CH3:23])[CH3:22])[C:4]([O:6][CH3:7])=[O:5])=[CH:10][CH:11]=1 |f:0.1|. Procedure details: A mixture of methyl (2S)-2-amino-3-(4-biphenylyl)-propanoate hydrochloride (415 mg, 1142 mmol),3,4-diisopropoxy-3-cyclobutene-1,2-dione (281 mg, 1.42 mmol), DIPEA (247 μl, 1.42 mmol) and MeOH (10 ml) was stirred at room temperature overnight. The solvent was removed in vacuo and the residue purified by column chromatography (SiO2; DCM/MeOH, 98:2) to give the title compound (358 mg). δH (DMSO-d6, 390K) 8.50 (1H, d, J 8.0 Hz), 7.63-7.56 (4H, m), 7.47-7.42 (2H, m), 7.36-7.32 (3H, m), 5.24-5.18 (1H,... Starting materials: N=1C2=C(NC(C1)=O)C=1C=CC=CC1C2=O (9H-indeno[1,2-b]pyrazine-3,9(4H)-dione), C1(=CC=C(C=C1)S(=O)(=O)O)C (p-toluenesulfonic acid), C(C)O (ethanol), O (water). Solvent: C(CO)O (ethylene glycol), C1(=CC=CC=C1)C (toluene). The product is C1COC2(C=NC3=C(N2)C=2C=CC=CC2C3=O)O1 (9H-Indeno[1,2-b]pyrazine-3,9(4H)-dione 9-ethylene acetal). Yield: 83.0%. Reaction SMILES: [N:1]1[C:2]2[C:14](=[O:15])[C:13]3[CH:12]=[CH:11][CH:10]=[CH:9][C:8]=3[C:3]=2[NH:4][C:5](=[O:7])[CH:6]=1.C1(C)C=CC(S(O)(=O)=O)=CC=1.O.[CH2:28]([OH:30])[CH3:29]>C(O)CO.C1(C)C=CC=CC=1>[CH2:28]1[O:30][C:5]2([NH:4][C:3]3[C:8]4[CH:9]=[CH:10][CH:11]=[CH:12][C:13]=4[C:14](=[O:15])[C:2]=3[N:1]=[CH:6]2)[O:7][CH2:29]1. Procedure: A suspension of 9H-indeno[1,2-b]pyrazine-3,9(4H)-dione (1.0 g, 5.05 mmol) in ethylene glycol (10 ml), toluene (20 ml) and p-toluenesulfonic acid (20 mg) was refluxed with water separation for 18 hours. The reaction mixture was cooled to room temperature, ethanol (5 ml) was added and the precipitate was filtered off and washed with ethanol and dried to give 1.014 g (83%) of the title compound. M.p. 296°-298° C. 1H-NMR (DMSO-d6, δ): 4.3-4.42 (m, 4H), 7.43-7.6 (m, 3H), 7.75 (d, 1H), 7.88 (s, 1H), 1... Reactants: ClC1=C(C=NC2=NC(=CC=C12)C)C(=O)OCC (ethyl 4-chloro-7-methyl-1,8-naphthyridine-3-carboxylate), C1(=CC=CC=C1)NN (phenylhydrazine), O (water). Solvent: [OH-].[Na+] (sodium hydroxide), C(CCC)O (n-butanol). The product is O.CC=1C=CC=2C=3C(=CNC2N1)C(N(N3)C3=CC=CC=C3)=O.CC=3C=CC=1C=2C(=CNC1N3)C(N(N2)C2=CC=CC=C2)=O (7-methyl-2-phenylpyrazolo[4,3-c][1,8]naphthyridin-3(5H)-one hemihydrate). As a reaction SMILES: Cl[C:2]1[C:11]2[C:6](=[N:7][C:8]([CH3:12])=[CH:9][CH:10]=2)[N:5]=[CH:4][C:3]=1[C:13]([O:15]CC)=[O:14].[C:18]1([NH:24][NH2:25])[CH:23]=[CH:22][CH:21]=[CH:20][CH:19]=1.O>C(O)CCC.[OH-].[Na+]>[OH2:14].[CH3:12][C:8]1[CH:9]=[CH:10][C:11]2[C:2]3[C:3]([C:13](=[O:15])[N:24]([C:18]4[CH:23]=[CH:22][CH:21]=[CH:20][CH:19]=4)[N:25]=3)=[CH:4][NH:5][C:6]=2[N:7]=1.[CH3:12][C:8]1[CH:9]=[CH:10][C:11]2[C:2]3[C:3]([C:13](=[O:15])[N:24]([C:18]4[CH:23]=[CH:22][CH:21]=[CH:20][CH:19]=4)[N:25]=3)=[CH:4][NH:5][C:6]=2[N:7]=1 |f:4.5,6.7.8|. Procedure: A mixture of 3.0 g of ethyl 4-chloro-7-methyl-1,8-naphthyridine-3-carboxylate (prepared according to U.S. Pat. No. 3,786,043) and 1.42 g of phenylhydrazine in 30 ml of n-butanol is refluxed for 18 hours. The mixture is chilled in an ice bath and filtered to give a solid which is taken up in 50 ml of 1N sodium hydroxide and sufficient water to dissolve. The resulting solution is filtered to remove insoluble, washed with ether and neutralized with 3.0 g of ammonium chloride. The resulting mixture ... Run in O (water). Procedure: A mixture of 10 ml of 50% strength aqueous sodium hydroxide solution, 25 ml of methylene chloride and 130 mg (0.4 mmol) of benzyltributylammonium chloride is vigorously stirred at 5-10° C. Benzyl [1-(4-nitrobenzyl)but-3-enyl]carbamate (6.8 g, 20.0 mmol) is added in one portion followed by 2.64 g (28 mmol) of chloromethyl ethyl ether over a period of 2 hours. The mixture is then stirred at room temperature for 1 hour, diluted with ice and water and extracted with methylene chloride. The organic p... Run at temperature 7.5 celsius. Starting materials: [N+](=O)([O-])C1=CC=C(CC(CC=C)NC(OCC2=CC=CC=C2)=O)C=C1 (Benzyl [1-(4-nitrobenzyl)but-3-enyl]carbamate), C(C)OCCl (chloromethyl ethyl ether), [OH-].[Na+] (sodium hydroxide), C(Cl)Cl (methylene chloride). The reagents and catalysts are [Cl-].C(C1=CC=CC=C1)[N+](CCCC)(CCCC)CCCC (benzyltributylammonium chloride). RXN SMILES: [OH-].[Na+].C(Cl)Cl.[N+:6]([C:9]1[CH:30]=[CH:29][C:12]([CH2:13][CH:14]([NH:18][C:19](=[O:28])[O:20][CH2:21][C:22]2[CH:27]=[CH:26][CH:25]=[CH:24][CH:23]=2)[CH2:15][CH:16]=[CH2:17])=[CH:11][CH:10]=1)([O-:8])=[O:7].[CH2:31]([O:33][CH2:34]Cl)[CH3:32]>[Cl-].C([N+](CCCC)(CCCC)CCCC)C1C=CC=CC=1.O>[N+:6]([C:9]1[CH:10]=[CH:11][C:12]([CH2:13][CH:14]([N:18]([CH2:34][O:33][CH2:31][CH3:32])[C:19](=[O:28])[O:20][CH2:21][C:22]2[CH:27]=[CH:26][CH:25]=[CH:24][CH:23]=2)[CH2:15][CH:16]=[CH2:17])=[CH:29][CH:30]=1)([O-:8])=[O:7] |f:0.1,5.6|. The product is [N+](=O)([O-])C1=CC=C(CC(CC=C)N(C(OCC2=CC=CC=C2)=O)COCC)C=C1 (Benzyl [1-(4-nitrobenzyl)but-3-enyl]ethoxymethylcarbamate). Starting materials: CC(=O)O, O=C1Nc2ccc(I)cc2C1=O, NNC(=O)c1ccccc1O. The product is O=C1Nc2ccc(I)cc2C1=NNC(=O)c1ccccc1O. Reaction SMILES: [CH3:24][C:25](=[O:26])[OH:27].[I:1][c:2]1[cH:3][c:4]2[c:8]([cH:9][cH:10]1)[NH:7][C:6](=[O:11])[C:5]2=[O:12].[OH:13][c:14]1[c:15]([C:16](=[O:17])[NH:18][NH2:19])[cH:20][cH:21][cH:22][cH:23]1>>[I:1][c:2]1[cH:3][c:4]2[c:8]([cH:9][cH:10]1)[NH:7][C:6](=[O:11])[C:5]2=[N:19][NH:18][C:16]([c:15]1[c:14]([OH:13])[cH:23][cH:22][cH:21][cH:20]1)=[O:17].